This data is from the Open Reaction Database (ORD), a public repository of structured organic reaction records. The task is: describe an organic reaction: reactants, conditions, products, and yield Reactants: solution, NC=1C(=NC=CC1)C (3-amino-2-methylpyridine), N1=CC=CC=C1 (pyridine), C(C)(=O)OC(C)=O (acetic anhydride). Solvent: ClCCl (dichloromethane). Run at time 3 hour. Yields the product CC1=NC=CC=C1NC(C)=O (N-(2-Methyl-pyridin-3-yl)-acetamide). As a reaction SMILES: [NH2:1][C:2]1[C:3]([CH3:8])=[N:4][CH:5]=[CH:6][CH:7]=1.N1C=CC=CC=1.[C:15](OC(=O)C)(=[O:17])[CH3:16]>ClCCl>[CH3:8][C:3]1[C:2]([NH:1][C:15](=[O:17])[CH3:16])=[CH:7][CH:6]=[CH:5][N:4]=1. Reported procedure: Under nitrogen atmosphere, 47.6 g of 2-chloro-3-nitropyridine was dissolved in 500 mL of tetrahydrofuran, and 150 mL of 2M methylzinc chloride in tetrahydrofuran and 6.9 g of tetrakis(triphenylphosphine)palladium(0) were added, and the reaction solution was stirred at 70° C. for 2 hours. The reaction solution was poured into cold water, extracted with ethyl acetate, washed with water, and dried over anhydrous magnesium sulfate. The solvent was evaporated, and the residue was subjected to column ... Reactants: Fc1cccc(-c2nc3cc(Br)ccn3n2)n1, CC(C)(C)OC(N)=O. Yields the product CC(C)(C)OC(=O)Nc1ccn2nc(-c3cccc(F)n3)nc2c1. As a reaction SMILES: [Br:1][c:2]1[cH:3][c:4]2[n:5]([cH:6][cH:7]1)[n:8][c:9](-[c:11]1[n:12][c:13]([F:17])[cH:14][cH:15][cH:16]1)[n:10]2.[C:18]([NH2:19])([O:20][C:21]([CH3:22])([CH3:23])[CH3:24])=[O:25]>>[c:2]1([NH:19][C:18]([O:20][C:21]([CH3:22])([CH3:23])[CH3:24])=[O:25])[cH:3][c:4]2[n:5]([cH:6][cH:7]1)[n:8][c:9](-[c:11]1[n:12][c:13]([F:17])[cH:14][cH:15][cH:16]1)[n:10]2. Starting materials: C(C1=CC=CC=C1)NC(=O)N1N(CC(N2[C@@H]1CN(C([C@@H]2CC2=CC=C(C=C2)O)=O)CC2=NC(=CC=C2)F)=O)CC=C ((6S,9aS)-N-benzyl-8-((6-fluoropyridin-2-yl)methyl)-6-((4-hydroxyphenyl)methyl)-4,7-dioxo-2-(prop-2-en-1-yl)-octahydro-1H-pyrazino[2,1-c][1,2,4]triazine-1-carboxamide), resultant mixture, N1=CC=CC=C1 (pyridine), N1CC(C1)N1[C@H](CN(CC1)C)C ((2S)-1-(azetidin-3-yl)-2,4-dimethylpiperazine), C(C1=CC=CC=C1)C1=CC=CC=C1 (benzylbenzene). The solvent is CCCCCCC (heptane), C(C)OCC (diethyl ether), C(C)(=O)OCC (Ethyl acetate). Yields the product C(C1=CC=CC=C1)NC(=O)N1N(CC(N2[C@@H]1CN(C([C@@H]2CC2=CC=C(C=C2)O)=O)CC2=NC(=CC=C2)N2CC(C2)N2[C@H](CN(CC2)C)C)=O)CC=C ((6S,9aS)-N-Benzyl-8-((6-(3-((2S)-2,4-dimethylpiperazin-1-yl)azetidin-1-yl)pyridin-2-yl)methyl)-6-((4-hydroxyphenyl)methyl)-4,7-dioxo-2-(prop-2-en-1-yl)-octahydro-1H-pyrazino[2,1-c][1,2,4]triazine-1-carboxamide). Yield: 73.7%. RXN SMILES: [CH2:1]([NH:8][C:9]([N:11]1[C@H:16]2[CH2:17][N:18]([CH2:30][C:31]3[CH:36]=[CH:35][CH:34]=[C:33](F)[N:32]=3)[C:19](=[O:29])[C@H:20]([CH2:21][C:22]3[CH:27]=[CH:26][C:25]([OH:28])=[CH:24][CH:23]=3)[N:15]2[C:14](=[O:38])[CH2:13][N:12]1[CH2:39][CH:40]=[CH2:41])=[O:10])[C:2]1[CH:7]=[CH:6][CH:5]=[CH:4][CH:3]=1.N1C=CC=CC=1.[NH:48]1[CH2:51][CH:50]([N:52]2[CH2:57][CH2:56][N:55]([CH3:58])[CH2:54][C@@H:53]2[CH3:59])[CH2:49]1.C(C1C=CC=CC=1)C1C=CC=CC=1>CCCCCCC.C(OCC)C.C(OCC)(=O)C>[CH2:1]([NH:8][C:9]([N:11]1[C@H:16]2[CH2:17][N:18]([CH2:30][C:31]3[CH:36]=[CH:35][CH:34]=[C:33]([N:48]4[CH2:51][CH:50]([N:52]5[CH2:57][CH2:56][N:55]([CH3:58])[CH2:54][C@@H:53]5[CH3:59])[CH2:49]4)[N:32]=3)[C:19](=[O:29])[C@H:20]([CH2:21][C:22]3[CH:27]=[CH:26][C:25]([OH:28])=[CH:24][CH:23]=3)[N:15]2[C:14](=[O:38])[CH2:13][N:12]1[CH2:39][CH:40]=[CH2:41])=[O:10])[C:2]1[CH:7]=[CH:6][CH:5]=[CH:4][CH:3]=1. Procedure: To a mixed solution of (6S,9aS)-N-benzyl-8-((6-fluoropyridin-2-yl)methyl)-6-((4-hydroxyphenyl)methyl)-4,7-dioxo-2-(prop-2-en-1-yl)-octahydro-1H-pyrazino[2,1-c][1,2,4]triazine-1-carboxamide (3.68 g, 6.59 mmol) described in Production Example 2-4 and pyridine (20 mL) was added a mixture (4.45 g) of (2S)-1-(azetidin-3-yl)-2,4-dimethylpiperazine and benzylbenzene described in Production Example 6-3 at room temperature. The resultant mixture was stirred under reflux for 5 hours and 45 minutes. The re... Reactants: C[S-], CC1(C)CC(Cl)=NO1, [Na+], CN(C)C=O, O. Product: CSC1=NOC(C)(C)C1. Reaction SMILES: [CH3:9][S-:10].[Cl:1][C:2]1=[N:3][O:4][C:5]([CH3:7])([CH3:8])[CH2:6]1.[Na+:11].[O:13]=[CH:14][N:15]([CH3:16])[CH3:17].[OH2:12]>>[C:2]1([S:10][CH3:9])=[N:3][O:4][C:5]([CH3:7])([CH3:8])[CH2:6]1.